Dataset: the Open Reaction Database (ORD), a public repository of structured organic reaction records. Task: describe an organic reaction: reactants, conditions, products, and yield Reactants: CS(=O)(=O)Cl, CCN(C(C)C)C(C)C, ClCCl, CS(=O)(=O)c1cc(C(CCO)NC(=O)c2cncc3c2cnn3-c2ccc(F)cc2)ccn1. Yields the product CS(=O)(=O)OCCC(NC(=O)c1cncc2c1cnn2-c1ccc(F)cc1)c1ccnc(S(C)(=O)=O)c1. RXN SMILES: [CH3:43][S:44]([Cl:45])(=[O:46])=[O:47].[CH:34]([N:35]([CH2:36][CH3:37])[CH:38]([CH3:39])[CH3:40])([CH3:41])[CH3:42].[Cl:48][CH2:49][Cl:50].[OH:1][CH2:2][CH2:3][CH:4]([c:5]1[cH:6][c:7]([S:11](=[O:12])(=[O:13])[CH3:14])[n:8][cH:9][cH:10]1)[NH:15][C:16](=[O:17])[c:18]1[c:19]2[c:20]([cH:21][n:22][cH:23]1)[n:24](-[c:27]1[cH:28][cH:29][c:30]([F:33])[cH:31][cH:32]1)[n:25][cH:26]2>>[O:1]([CH2:2][CH2:3][CH:4]([c:5]1[cH:6][c:7]([S:11](=[O:12])(=[O:13])[CH3:14])[n:8][cH:9][cH:10]1)[NH:15][C:16](=[O:17])[c:18]1[c:19]2[c:20]([cH:21][n:22][cH:23]1)[n:24](-[c:27]1[cH:28][cH:29][c:30]([F:33])[cH:31][cH:32]1)[n:25][cH:26]2)[S:44]([CH3:43])(=[O:46])=[O:47]. The reactants are BrC1=CC2=C(C=3N=C(SC3CCO2)C=2N(C=CN2)C2COC2)C=C1 (8-Bromo-2-(1-oxetan-3-yl-1H-imidazol-2-yl)-4,5-dihydro-6-oxa-3-thia-1-aza-benzo[e]azulene), CC(CN1N=CC(=C1)B1OC(C(O1)(C)C)(C)C)(C)O (2-methyl-1-(4-(4,4,5,5-tetramethyl-1,3,2-dioxaborolan-2-yl)-1H-pyrazol-1-yl)propan-2-ol). Reagents/catalysts: [Pd] (palladium). The product is CC(CN1N=CC(=C1)C1=CC2=C(C=3N=C(SC3CCO2)C=2N(C=CN2)C2COC2)C=C1)(C)O (2-Methyl-1-{4-[2-(1-oxetan-3-yl-1H-imidazol-2-yl)-4,5-dihydro-6-oxa-3-thia-1-aza-benzo[e]azulen-8-yl]-pyrazol-1-yl}-propan-2-ol). As a reaction SMILES: Br[C:2]1[CH:24]=[CH:23][C:5]2[C:6]3[N:7]=[C:8]([C:14]4[N:15]([CH:19]5[CH2:22][O:21][CH2:20]5)[CH:16]=[CH:17][N:18]=4)[S:9][C:10]=3[CH2:11][CH2:12][O:13][C:4]=2[CH:3]=1.[CH3:25][C:26]([OH:43])([CH3:42])[CH2:27][N:28]1[CH:32]=[C:31](B2OC(C)(C)C(C)(C)O2)[CH:30]=[N:29]1>[Pd]>[CH3:25][C:26]([OH:43])([CH3:42])[CH2:27][N:28]1[CH:32]=[C:31]([C:2]2[CH:24]=[CH:23][C:5]3[C:6]4[N:7]=[C:8]([C:14]5[N:15]([CH:19]6[CH2:22][O:21][CH2:20]6)[CH:16]=[CH:17][N:18]=5)[S:9][C:10]=4[CH2:11][CH2:12][O:13][C:4]=3[CH:3]=2)[CH:30]=[N:29]1. Procedure: Following the procedure for 355, 8-Bromo-2-(1-oxetan-3-yl-1H-imidazol-2-yl)-4,5-dihydro-6-oxa-3-thia-1-aza-benzo[e]azulene and 2-methyl-1-(4-(4,4,5,5-tetramethyl-1,3,2-dioxaborolan-2-yl)-1H-pyrazol-1-yl)propan-2-ol were reacted under Suzuki palladium conditions to give 420. MS: (ESI+)=464.1. 1H NMR (400 MHz, DMSO) δ 8.36 (d, J=8.3 Hz, 1H), 8.15 (s, 1H), 7.94 (d, J=1.4 Hz, 2H), 7.47 (dd, J=8.3, 1.7 Hz, 1H), 7.28 (d, J=1.7 Hz, 1H), 7.19 (d, J=1.0 Hz, 1H), 6.38 (p, J=6.8 Hz, 1H), 5.10 (t, J=7.3 Hz,... Reactants: CC=O, CC(C)CN(C(CO)CCCCNC(=O)C(N)Cc1ccc2ccccc2c1)S(=O)(=O)c1ccc(N)cc1. Product: CCNC(Cc1ccc2ccccc2c1)C(=O)NCCCCC(CO)N(CC(C)C)S(=O)(=O)c1ccc(N)cc1. As a reaction SMILES: [CH:39]([CH3:40])=[O:41].[NH2:1][CH:2]([C:3](=[O:4])[NH:5][CH2:6][CH2:7][CH2:8][CH2:9][CH:10]([CH2:11][OH:12])[N:13]([CH2:14][CH:15]([CH3:16])[CH3:17])[S:18](=[O:19])(=[O:20])[c:21]1[cH:22][cH:23][c:24]([NH2:27])[cH:25][cH:26]1)[CH2:28][c:29]1[cH:30][c:31]2[cH:32][cH:33][cH:34][cH:35][c:36]2[cH:37][cH:38]1>>[NH:1]([CH:2]([C:3](=[O:4])[NH:5][CH2:6][CH2:7][CH2:8][CH2:9][CH:10]([CH2:11][OH:12])[N:13]([CH2:14][CH:15]([CH3:16])[CH3:17])[S:18](=[O:19])(=[O:20])[c:21]1[cH:22][cH:23][c:24]([NH2:27])[cH:25][cH:26]1)[CH2:28][c:29]1[cH:30][c:31]2[cH:32][cH:33][cH:34][cH:35][c:36]2[cH:37][cH:38]1)[CH2:39][CH3:40]. Starting materials: OCC=1C=C(C=C(C1)C(C)C)O (3-(hydroxymethyl)-5-isopropylphenol), C=1C=C[NH+]=CC1.[O-][Cr](=O)(=O)Cl (PCC), CCOCC (Et2O). Solvent: C(Cl)Cl (CH2Cl2). Conditions: time 4.5 hour. Yields the product OC=1C=C(C=O)C=C(C1)C(C)C (3-hydroxy-5-isopropylbenzaldehyde). Reaction SMILES: [OH:1][CH2:2][C:3]1[CH:4]=[C:5]([OH:12])[CH:6]=[C:7]([CH:9]([CH3:11])[CH3:10])[CH:8]=1.C1C=C[NH+]=CC=1.[O-][Cr](Cl)(=O)=O.CCOCC>C(Cl)Cl>[OH:12][C:5]1[CH:4]=[C:3]([CH:8]=[C:7]([CH:9]([CH3:11])[CH3:10])[CH:6]=1)[CH:2]=[O:1] |f:1.2|. Procedure: To a stirring solution of 3-(hydroxymethyl)-5-isopropylphenol in 10 mL of CH2Cl2 was added 1.23 g (5.69 mmol) of PCC. The mixture was stirred for 4.5 h, Et2O was added, and the mixture was stored in a refrigerator. The solvent was concentrated, and the crude product was purified by flash silica gel chromatography (15% EtOAc/hexanes) to provide 218 mg of 3-hydroxy-5-isopropylbenzaldehyde as a pale yellow solid. Reactants: CC1(C)OCC(COc2nc(C#N)c(-c3cccc(F)c3)c3cc(OC(F)F)ccc23)O1, COc1ccc2c(OCC(O)CO)nc(C#N)c(-c3ccccc3)c2c1. Product: N#Cc1nc(OCC(O)CO)c2ccc(OC(F)F)cc2c1-c1cccc(F)c1. Reaction SMILES: [CH3:27][C:28]1([CH3:58])[O:29][CH2:30][CH:31]([CH2:33][O:34][c:35]2[n:36][c:37]([C:56]#[N:57])[c:38](-[c:49]3[cH:50][c:51]([F:55])[cH:52][cH:53][cH:54]3)[c:39]3[cH:40][c:41]([O:45][CH:46]([F:47])[F:48])[cH:42][cH:43][c:44]23)[O:32]1.[OH:1][CH:2]([CH2:3][OH:4])[CH2:5][O:6][c:7]1[c:8]2[c:9]([cH:10][c:11]([O:12][CH3:13])[cH:14][cH:15]2)[c:16](-[c:17]2[cH:18][cH:19][cH:20][cH:21][cH:22]2)[c:23]([C:24]#[N:25])[n:26]1>>[OH:29][CH2:30][CH:31]([OH:32])[CH2:33][O:34][c:35]1[n:36][c:37]([C:56]#[N:57])[c:38](-[c:49]2[cH:50][c:51]([F:55])[cH:52][cH:53][cH:54]2)[c:39]2[cH:40][c:41]([O:45][CH:46]([F:47])[F:48])[cH:42][cH:43][c:44]12. Reactants: CO, COC(=O)Cc1ccc(NC(=O)N2CCc3ccccc32)c(OC)c1, [Na+], [OH-], O. The product is COc1cc(CC(=O)O)ccc1NC(=O)N1CCc2ccccc21. Reaction SMILES: [CH3:28][OH:29].[N:1]1([C:10](=[O:11])[NH:12][c:13]2[c:14]([O:24][CH3:25])[cH:15][c:16]([CH2:19][C:20](=[O:21])[O:22][CH3:23])[cH:17][cH:18]2)[CH2:2][CH2:3][c:4]2[cH:5][cH:6][cH:7][cH:8][c:9]21.[Na+:27].[OH-:26].[OH2:30]>>[N:1]1([C:10](=[O:11])[NH:12][c:13]2[c:14]([O:24][CH3:25])[cH:15][c:16]([CH2:19][C:20](=[O:21])[OH:22])[cH:17][cH:18]2)[CH2:2][CH2:3][c:4]2[cH:5][cH:6][cH:7][cH:8][c:9]21.